The task is: describe an organic reaction: reactants, conditions, products, and yield. This data is from the Open Reaction Database (ORD), a public repository of structured organic reaction records. Reactants: Fc1ccc(OC2CCN(Cc3ccccc3)C2)cc1Cl, O=C(Cl)Cl, c1ccccc1. Product: O=C(Cl)N1CCC(Oc2ccc(F)c(Cl)c2)C1. RXN SMILES: [CH2:5]([c:6]1[cH:7][cH:8][cH:9][cH:10][cH:11]1)[N:12]1[CH2:13][CH:14]([O:17][c:18]2[cH:19][c:20]([Cl:25])[c:21]([F:24])[cH:22][cH:23]2)[CH2:15][CH2:16]1.[Cl:1][C:2]([Cl:3])=[O:4].[cH:26]1[cH:27][cH:28][cH:29][cH:30][cH:31]1>>[Cl:1][C:2](=[O:4])[N:12]1[CH2:13][CH:14]([O:17][c:18]2[cH:19][c:20]([Cl:25])[c:21]([F:24])[cH:22][cH:23]2)[CH2:15][CH2:16]1.